Dataset: the Open Reaction Database (ORD), a public repository of structured organic reaction records. Task: describe an organic reaction: reactants, conditions, products, and yield Starting materials: Compound B3, C(#N)C1=CC=C2C=3C(C4=C(C(C3NC2=C1)(C)C)C=C(C=C4)C(=O)O)=O (3-cyano-6,6-dimethyl-11-oxo-6,11-dihydro-5H-benzo[b]carbazol-8-carboxylic acid), C(CO)NCCO (N,N-diethanolamine). Yields the product OCCN(C(=O)C=1C=CC2=C(C(C=3NC4=CC(=CC=C4C3C2=O)C#N)(C)C)C1)CCO (3-Cyano-6,6-dimethyl-11-oxo-6,11-dihydro-5H-benzo[b]carbazol-8-carboxylic acid bis-(2-hydroxy-ethyl)-amide). As a reaction SMILES: [C:1]([C:3]1[CH:15]=[C:14]2[C:6]([C:7]3[C:8](=[O:25])[C:9]4[CH:21]=[CH:20][C:19]([C:22](O)=[O:23])=[CH:18][C:10]=4[C:11]([CH3:17])([CH3:16])[C:12]=3[NH:13]2)=[CH:5][CH:4]=1)#[N:2].[CH2:26]([NH:29][CH2:30][CH2:31][OH:32])[CH2:27][OH:28]>>[OH:28][CH2:27][CH2:26][N:29]([CH2:30][CH2:31][OH:32])[C:22]([C:19]1[CH:20]=[CH:21][C:9]2[C:8](=[O:25])[C:7]3[C:6]4[C:14](=[CH:15][C:3]([C:1]#[N:2])=[CH:4][CH:5]=4)[NH:13][C:12]=3[C:11]([CH3:16])([CH3:17])[C:10]=2[CH:18]=1)=[O:23]. Reported procedure: Under the same conditions as the method for synthesizing Compound B3-15, the title compound was prepared from Compound B2-28 and N,N-diethanolamine. As a reaction SMILES: [CH3:1][CH:2](Cl)[C:3]1[CH:8]=[CH:7][CH:6]=[C:5]([N+:9]([O-:11])=[O:10])[CH:4]=1.[CH3:13][O-:14].[Na+]>CO>[CH3:13][O:14][CH:2]([C:3]1[CH:8]=[CH:7][CH:6]=[C:5]([N+:9]([O-:11])=[O:10])[CH:4]=1)[CH3:1] |f:1.2|. Procedure: A 1,000-milliliter flask equipped with a reflux condenser and a magnetic stirring bar was charged with 24.1 grams (0.13 mole) of α-methyl-3-nitrobenzyl chloride in 400 milliliters of methyl alcohol. To this stirred solution was added 8.1 grams (0.15 mole) of sodium methoxide. The reaction mixture was heated to reflux and maintained at reflux for 26 hours. Since some traces of α-methyl-3-nitrobenzyl chloride were present (as indicated by a thin layer chromatograph test), an additional 5.4 grams (... Run in CO (methyl alcohol). Yields the product COC(C)C1=CC(=CC=C1)[N+](=O)[O-] (1-(1-methoxyeth-1-yl)-3-nitrobenzene). The reactants are C[O-].[Na+] (sodium methoxide), CC(C1=CC(=CC=C1)[N+](=O)[O-])Cl (α-methyl-3-nitrobenzyl chloride), CC(C1=CC(=CC=C1)[N+](=O)[O-])Cl (α-methyl-3-nitrobenzyl chloride), C[O-].[Na+] (sodium methoxide).